From a dataset of the Open Reaction Database (ORD), a public repository of structured organic reaction records. describe an organic reaction: reactants, conditions, products, and yield Starting materials: FC(CO)(F)F (2,2,2-trifluoroethanol), NC=1C(=NC=CC1)Cl (3-amino-2-chloropyridine), FC(CO)(F)F (2,2,2-trifluoroethanol), CS(=O)(=O)O (methanesulfonic acid), S(=O)(=O)([O-])[O-].[Mg+2] (magnesium sulfate), C([O-])(O)=O.[Na+] (sodium bicarbonate), N(=O)OC(C)(C)C (t-butyl nitrite), solution. Product: ClC1=NC=CC=C1OCC(F)(F)F (2-chloro-3-(2,2,2-trifluoroethoxy)pyridine), crude oil. The yield is 70.1%. As a reaction SMILES: N[C:2]1[C:3]([Cl:8])=[N:4][CH:5]=[CH:6][CH:7]=1.[F:9][C:10]([F:14])([F:13])[CH2:11][OH:12].CS(O)(=O)=O.S([O-])([O-])(=O)=O.[Mg+2].N(OC(C)(C)C)=O.C(=O)(O)[O-].[Na+]>>[Cl:8][C:3]1[C:2]([O:12][CH2:11][C:10]([F:14])([F:13])[F:9])=[CH:7][CH:6]=[CH:5][N:4]=1 |f:3.4,6.7|. Procedure: A reactor vessel is charged with 3-amino-2-chloropyridine (2.7 g, 21 mmol), 2,2,2-trifluoroethanol (15 g, 150 mmol), methanesulfonic acid (2.02 g, 21 mmol), and magnesium sulfate (3 g). The solution is cooled to the range 0° C. to 5° C. and then the reagent t-butyl nitrite (2.51 g of a 96% solution, 23.4 mmol) is added drop-wise to the vessel maintaining the temperature in the range 0° C. to 5° C. After stirring a few minutes the solution is transferred drop-wise to a reactor vessel containing 2...